This data is from the Open Reaction Database (ORD), a public repository of structured organic reaction records. The task is: describe an organic reaction: reactants, conditions, products, and yield Starting materials: FC1=C(C=CC(=C1)F)NC(NC1=C(C=C(C=C1)C1=NOC(=C1)C(=O)NC(C(=O)OC)C(C)C)C)=O (methyl 2-(3-(4-(3-(2,4-difluorophenyl)ureido)-3-methylphenyl)isoxazole-5-carboxamido)-3-methylbutanoate), FC1=C(C(=CC=C1)F)NC(NC1=C(C=C(C=C1)C1=NOC(=C1)C(=O)NC(C(=O)O)C(C)C)C)=O (2-(3-(4-(3-(2,6-Difluorophenyl)ureido)-3-methylphenyl)isoxazole-5-carboxamido)-3-methylbutanoic acid). Product: FC1=C(C=CC(=C1)F)NC(NC1=C(C=C(C=C1)C1=NOC(=C1)C(=O)NC(C(=O)O)C(C)C)C)=O (2-(3-(4-(3-(2,4-Difluorophenyl)ureido)-3-methylphenyl)isoxazole-5-carboxamido)-3-methylbutanoic acid). As a reaction SMILES: [F:1][C:2]1[CH:7]=[C:6]([F:8])[CH:5]=[CH:4][C:3]=1[NH:9][C:10](=[O:35])[NH:11][C:12]1[CH:17]=[CH:16][C:15]([C:18]2[CH:22]=[C:21]([C:23]([NH:25][CH:26]([CH:31]([CH3:33])[CH3:32])[C:27]([O:29]C)=[O:28])=[O:24])[O:20][N:19]=2)=[CH:14][C:13]=1[CH3:34].FC1C=CC=C(F)C=1NC(=O)NC1C=CC(C2C=C(C(NC(C(C)C)C(O)=O)=O)ON=2)=CC=1C>>[F:1][C:2]1[CH:7]=[C:6]([F:8])[CH:5]=[CH:4][C:3]=1[NH:9][C:10](=[O:35])[NH:11][C:12]1[CH:17]=[CH:16][C:15]([C:18]2[CH:22]=[C:21]([C:23]([NH:25][CH:26]([CH:31]([CH3:32])[CH3:33])[C:27]([OH:29])=[O:28])=[O:24])[O:20][N:19]=2)=[CH:14][C:13]=1[CH3:34]. Procedure: The title compound was prepared from methyl 2-(3-(4-(3-(2,4-difluorophenyl)ureido)-3-methylphenyl)isoxazole-5-carboxamido)-3-methylbutanoate using the same procedure as described for preparation of the compound of step 9 of Example 98. The compound was obtained as an off-white solid after drying in vacuo. 1H NMR (300 MHz, DMSO-d6) δ: 0.86-0.88 (d, J=6.6 Hz, 6H), 2.12-2.18 (m, 1H), 2.33 (s, 3H), 3.95-3.99 (m, 1H), 7.00-7.05 (m, 1H), 7.25-7.33 (m, 1H), 7.62 (S, 1H), 7.68-7.71 (d, J=8.4 Hz, 1H), 7.... The reactants are [OH-].[Na+] (sodium hydroxide), C(C1=CC=CC=C1)(C1=CC=CC=C1)(C1=CC=CC=C1)Cl (tritylchloride), CC=1C=C2C=CC(=NC2=CC1)C1=C(C#N)C=CC=C1 (2-(6-methyl-quinolin-2-yl)benzonitrile), [N-]=[N+]=[N-].[Na+] (sodium azide), C(CCC)[Sn](CCCC)(CCCC)Cl (tributyltin chloride). The solvent is CCCCCC (hexane), C1(=CC=CC=C1)C (toluene), C1(=CC=CC=C1)C (toluene). Yields the product CC=1C=C2C=CC(=NC2=CC1)C1=C(C=CC=C1)C=1N=NN(N1)C(C1=CC=CC=C1)(C1=CC=CC=C1)C1=CC=CC=C1 (5-[2-(6-methylquinolin-2-yl)phenyl]-2-triphenylmethyl-2H-tetrazole). The yield is 377.6%. As a reaction SMILES: [CH3:1][C:2]1[CH:3]=[C:4]2[C:9](=[CH:10][CH:11]=1)[N:8]=[C:7]([C:12]1[CH:19]=[CH:18][CH:17]=[CH:16][C:13]=1[C:14]#[N:15])[CH:6]=[CH:5]2.[N-:20]=[N+:21]=[N-:22].[Na+].C([Sn](Cl)(CCCC)CCCC)CCC.[OH-].[Na+].[C:40](Cl)([C:53]1[CH:58]=[CH:57][CH:56]=[CH:55][CH:54]=1)([C:47]1[CH:52]=[CH:51][CH:50]=[CH:49][CH:48]=1)[C:41]1[CH:46]=[CH:45][CH:44]=[CH:43][CH:42]=1>C1(C)C=CC=CC=1.CCCCCC>[CH3:1][C:2]1[CH:3]=[C:4]2[C:9](=[CH:10][CH:11]=1)[N:8]=[C:7]([C:12]1[CH:19]=[CH:18][CH:17]=[CH:16][C:13]=1[C:14]1[N:20]=[N:21][N:22]([C:40]([C:41]3[CH:46]=[CH:45][CH:44]=[CH:43][CH:42]=3)([C:53]3[CH:54]=[CH:55][CH:56]=[CH:57][CH:58]=3)[C:47]3[CH:48]=[CH:49][CH:50]=[CH:51][CH:52]=3)[N:15]=1)[CH:6]=[CH:5]2 |f:1.2,4.5|. Procedure details: 3.5 ml of toluene were added to 855 mg (3.5 mmol) of 2-(6-methyl-quinolin-2-yl)benzonitrile obtained in Reference Example 8. To the mixture were further added 0.24 g (0.68 mmol) of sodium azide and 1 ml (3.83 mmol) of tributyltin chloride. After heating under reflux for 45 hours, the mixture was allowed to cool and diluted with 7 ml of toluene. To the mixture were added 0.4 ml (4 mmol) of a 10 N sodium hydroxide aqueous solution and 1.01 g (3.61 mmol) of tritylchloride with stirring. After stirr... Yield: 96.3%. Reported procedure: To a solution of 4-benzyloxybenzoic acid chloride (1.23 g) in methylene chloride (10 ml) was slowly added under ice cooling a solution of optically active 1,1,1-trifluoro-2-decanol (0.96 g), dimethylaminopyridine (0.55 g) and triethylamine (0.48 g) in methylane chloride (20 ml). The mixture was left to stand until it reached room temperature and allowed to react overnight. The mixture was poured in ice water and extracted with methylene chloride. The extracted layer was washed with dilute aqueou... The product is C(C1=CC=CC=C1)OC1=CC=C(C(=O)OC(C(F)(F)F)CCCCCCCC)C=C1 (1,1,1-trifluoro-2-decyl 4-benzyloxybenzoate). Run in C(Cl)Cl (methylene chloride), C(C)N(CC)CC (triethylamine), ice water. Reaction SMILES: [CH2:1]([O:8][C:9]1[CH:17]=[CH:16][C:12]([C:13](Cl)=[O:14])=[CH:11][CH:10]=1)[C:2]1[CH:7]=[CH:6][CH:5]=[CH:4][CH:3]=1.[F:18][C:19]([F:31])([F:30])[CH:20]([OH:29])[CH2:21][CH2:22][CH2:23][CH2:24][CH2:25][CH2:26][CH2:27][CH3:28].CN(C1C=CC=CN=1)C.[Cl-]>C(Cl)Cl.C(N(CC)CC)C>[CH2:1]([O:8][C:9]1[CH:17]=[CH:16][C:12]([C:13]([O:29][CH:20]([CH2:21][CH2:22][CH2:23][CH2:24][CH2:25][CH2:26][CH2:27][CH3:28])[C:19]([F:18])([F:30])[F:31])=[O:14])=[CH:11][CH:10]=1)[C:2]1[CH:7]=[CH:6][CH:5]=[CH:4][CH:3]=1. Reactants: C(C1=CC=CC=C1)OC1=CC=C(C(=O)Cl)C=C1 (4-benzyloxybenzoic acid chloride), FC(C(CCCCCCCC)O)(F)F (1,1,1-trifluoro-2-decanol), CN(C)C1=NC=CC=C1 (dimethylaminopyridine), [Cl-] (chloride). Reactants: C(C1=CC=CC=C1)ON(CCCCC#N)C(CCCCCCCN(C(CCCCCCCN(C(C)=O)OCC1=CC=CC=C1)=O)OCC1=CC=CC=C1)=O (6,15,24-Tris(benzyloxy)-7,16,25-trioxo-6,15,24-triazahexacosanenitrile), Cl (HCl), PdC. Run in CO (CH3OH). Yields the product Cl.ON(CCCCCN)C(CCCCCCCN(C(CCCCCCCN(C(C)=O)O)=O)O)=O (6,15,24-Trihydroxy-7,16,25-trioxo-6,15,24-triazahexacosanamine hydrochloride). RXN SMILES: C([O:8][N:9]([C:16](=[O:54])[CH2:17][CH2:18][CH2:19][CH2:20][CH2:21][CH2:22][CH2:23][N:24]([O:46]CC1C=CC=CC=1)[C:25](=[O:45])[CH2:26][CH2:27][CH2:28][CH2:29][CH2:30][CH2:31][CH2:32][N:33]([O:37]CC1C=CC=CC=1)[C:34](=[O:36])[CH3:35])[CH2:10][CH2:11][CH2:12][CH2:13][C:14]#[N:15])C1C=CC=CC=1.[ClH:55]>CO>[ClH:55].[OH:8][N:9]([C:16](=[O:54])[CH2:17][CH2:18][CH2:19][CH2:20][CH2:21][CH2:22][CH2:23][N:24]([OH:46])[C:25](=[O:45])[CH2:26][CH2:27][CH2:28][CH2:29][CH2:30][CH2:31][CH2:32][N:33]([OH:37])[C:34](=[O:36])[CH3:35])[CH2:10][CH2:11][CH2:12][CH2:13][CH2:14][NH2:15] |f:3.4|. Procedure: Compound [VIII] (1.20 g, 1.62 mmol) was hydrogenated in CH3OH and 0.1N HCl with 10% PdC. by the procedure used for [A]. Purification by Sephadex LH-20 column chromatography with 15% EtOH/toluene as the eluant produced 0.386 g (47%) of [A] as a colorless solid: NMR (CD3OD) δ 1.17-1.87 (m, 26 H), 2.07 (s, 3 H), 2.30-2.55 (m, 4 H), 2.90 (t, 2 H, J=6), 3.43-3.70 (m, 6 H). Anal. (C23H47ClN4O6) C, H, N. Yield: 90.1%. Reported procedure: A solution of 3-bromobenzenethiol (5.00 g, 26.4 mmol) in anhydrous DMF (30 mL) was treated with K2CO3 (7.30 g, 52.8 mmol) followed by 1-bromopropane (3.90 g, 31.7 mmol) and the mixture was heated to about 50° C. under nitrogen for 12 h. The solvent was distilled out completely, and the residue was dissolved in DCM and washed with water and brine. The organic layer was dried over sodium sulphate and evaporated to afford 5.50 g (90%) of the title compound as pale yellow liquid. Solvent: CN(C)C=O (DMF). The reactants are BrC=1C=C(C=CC1)S (3-bromobenzenethiol), C(=O)([O-])[O-].[K+].[K+] (K2CO3), BrCCC (1-bromopropane). Reaction SMILES: [Br:1][C:2]1[CH:3]=[C:4]([SH:8])[CH:5]=[CH:6][CH:7]=1.C([O-])([O-])=O.[K+].[K+].Br[CH2:16][CH2:17][CH3:18]>CN(C=O)C>[Br:1][C:2]1[CH:7]=[CH:6][CH:5]=[C:4]([S:8][CH2:16][CH2:17][CH3:18])[CH:3]=1 |f:1.2.3|. Reaction conditions: temperature 50 celsius. The product is BrC1=CC(=CC=C1)SCCC (1-Bromo-3-(propylthio)benzene). The reactants are C(C)(C)(C)OC(=O)N(CC(=O)O)C1=CC=C(C=C1)CO (N-t-butoxycarbonyl-p-hydroxymethylphenylglycine), ON1C(CCC1=O)=O (N-hydroxysuccinimide), C1(CCCCC1)N=C=NC1CCCCC1 (N,N'-dicyclohexylcarbodiimide). Run in O1CCCC1 (tetrahydrofuran), C(C)#N (acetonitrile). Run at time 8 hour. Yields the product N-hydroxysuccinimide ester, C(C)(C)(C)OC(=O)N(CC(=O)O)C1=CC=C(C=C1)O (N-t-butoxycarbonyl-p-hydroxyphenylglycine). Isolated yield 115.6%. RXN SMILES: [C:1]([O:5][C:6]([N:8]([C:13]1[CH:18]=[CH:17][C:16](CO)=[CH:15][CH:14]=1)[CH2:9][C:10]([OH:12])=[O:11])=[O:7])([CH3:4])([CH3:3])[CH3:2].[OH:21]N1C(=O)CCC1=O.C1(N=C=NC2CCCCC2)CCCCC1>O1CCCC1.C(#N)C>[C:1]([O:5][C:6]([N:8]([C:13]1[CH:18]=[CH:17][C:16]([OH:21])=[CH:15][CH:14]=1)[CH2:9][C:10]([OH:12])=[O:11])=[O:7])([CH3:4])([CH3:3])[CH3:2]. Procedure details: To a solution of dl-N-t-butoxycarbonyl-p-hydroxymethylphenylglycine (3.0 g, 0.011 mole) and N-hydroxysuccinimide (1.25 g., 0.011 mole) in 10 ml dry tetrahydrofuran and 50 ml dry acetonitrile was added N,N'-dicyclohexylcarbodiimide (2.238 g., 0.011 mole). The mixture was stirred at room temperature overnight. The dicyclohexylurea was filtered off and the filtrate taken to dryness under reduced pressure. The resulting solid was triturated with ether and filtered to give the N-hydroxysuccinimide es... Reactants: COC(C(CC(C)C)C=1C=C(C=C(C1)OS(=O)(=O)C(F)(F)F)C1=CC(=C(C=C1)Cl)C(F)(F)F)=O (2-(4′-chloro-5-trifluoromethanesulfonyloxy-3′-trifluoromethyl-biphenyl-3-yl)-4-methyl-pentanoic acid methyl ester), COC(C(CC(C)C)C=1C=C(C=C(C1)OS(=O)(=O)C(F)(F)F)C1=CC(=C(C=C1)Cl)C(F)(F)F)=O (2-(4′-chloro-5-trifluoromethanesulfonyloxy-3′-trifluoromethyl-biphenyl-3-yl)-4-methyl-pentanoic acid methyl ester), FC(C=1C=C(C=C(C1)C(F)(F)F)B(O)O)(F)F (3,5-bis-trifluoromethylphenylboronic acid). Product: COC(C(CC(C)C)C=1C=C(C=C(C1)C1=CC(=CC(=C1)C(F)(F)F)C(F)(F)F)C1=CC(=C(C=C1)Cl)C(F)(F)F)=O (2-(3,5-bis-trifluoromethyl-4″-chloro-3″-trifluoromethyl-[1,1′;3′,1″]terphenyl-5′-yl)-4-methyl-pentanoic acid methyl ester). Yield: 50.0%. As a reaction SMILES: [CH3:1][O:2][C:3](=[O:34])[CH:4]([C:9]1[CH:10]=[C:11]([C:23]2[CH:28]=[CH:27][C:26]([Cl:29])=[C:25]([C:30]([F:33])([F:32])[F:31])[CH:24]=2)[CH:12]=[C:13](OS(C(F)(F)F)(=O)=O)[CH:14]=1)[CH2:5][CH:6]([CH3:8])[CH3:7].[F:35][C:36]([F:51])([F:50])[C:37]1[CH:38]=[C:39](B(O)O)[CH:40]=[C:41]([C:43]([F:46])([F:45])[F:44])[CH:42]=1>>[CH3:1][O:2][C:3](=[O:34])[CH:4]([C:9]1[CH:10]=[C:11]([C:23]2[CH:28]=[CH:27][C:26]([Cl:29])=[C:25]([C:30]([F:33])([F:31])[F:32])[CH:24]=2)[CH:12]=[C:13]([C:39]2[CH:38]=[C:37]([C:36]([F:51])([F:50])[F:35])[CH:42]=[C:41]([C:43]([F:46])([F:45])[F:44])[CH:40]=2)[CH:14]=1)[CH2:5][CH:6]([CH3:8])[CH3:7]. Procedure: The title compound was prepared in 50% yield from 2-(4′-chloro-5-trifluoromethanesulfonyloxy-3′-trifluoromethyl-biphenyl-3-yl)-4-methyl-pentanoic acid methyl ester (prepared in Intermediate C) and 3,5-bis-trifluoromethylphenylboronic acid under the conditions described in Example 26, step (d).